Dataset: the Open Reaction Database (ORD), a public repository of structured organic reaction records. Task: describe an organic reaction: reactants, conditions, products, and yield The reactants are BrC1=CC=C(C=C1)C1=CC=C(C=C1)O[Si](C)(C)C(C)(C)C (4'-bromo-4-(t-butyldimethylsiloxy)biphenyl), C(CCCC)[Si]1(CCC(CC1)=O)C1=CC=CC=C1 (4-pentyl-4-phenyl-4-silacyclohexanone), BrCC(C(F)F)(F)F (1-bromo-2,2,3,3-tetrafluoro-n-propane). Yields the product C(CCCC)[Si@@H]1CC[C@H](CC1)C1=CC=C(C=C1)C1=CC=C(C=C1)OCC(C(F)F)(F)F (4'-(trans-4-n-pentyl-4-silacyclohexyl)-4-(2,2,3,3-tetrafluoro-n-propoxy)biphenyl). Reaction SMILES: Br[C:2]1[CH:7]=[CH:6][C:5]([C:8]2[CH:13]=[CH:12][C:11]([O:14][Si](C(C)(C)C)(C)C)=[CH:10][CH:9]=2)=[CH:4][CH:3]=1.C([Si:27]1([C:34]2[CH:39]=[CH:38][CH:37]=[CH:36]C=2)[CH2:32][CH2:31][C:30](=O)[CH2:29][CH2:28]1)CCCC.Br[CH2:41][C:42]([F:47])([F:46])[CH:43]([F:45])[F:44]>>[CH2:34]([Si@H:27]1[CH2:28][CH2:29][C@H:30]([C:2]2[CH:3]=[CH:4][C:5]([C:8]3[CH:9]=[CH:10][C:11]([O:14][CH2:41][C:42]([F:47])([F:46])[CH:43]([F:45])[F:44])=[CH:12][CH:13]=3)=[CH:6][CH:7]=2)[CH2:31][CH2:32]1)[CH2:39][CH2:38][CH2:37][CH3:36]. Procedure: The general procedure of Example 17 was repeated using 4'-bromo-4-(t-butyldimethylsiloxy)biphenyl, 4-pentyl-4-phenyl-4-silacyclohexanone, and 1-bromo-2,2,3,3-tetrafluoro-n-propane, thereby obtaining the intended compound. Reactants: NC1=C(C(=NN1C(CC)CCCCCC)C)C(=O)N (5-amino-3-methyl-1-(3-nonyl)-1H-pyrazole-4-carboxamide), NC1=CC=C(C=C1)CC(=O)OC (methyl 4-aminophenylacetate), [O-]CC.[Na+] (sodium ethoxide), C(O)([O-])=O.[Na+] (sodium hydrogen carbonate). Run in ClCCl (dichloromethane). Product: NC1=CC=C(CC=2NC(C3=C(N2)N(N=C3C)C(CC)CCCCCC)=O)C=C1 (6-(4-Amino-benzyl)-1-(3-nonyl)-3-methyl-1,5-dihydro-pyrazolo[3,4-d]pyrimidin-4-one). Yield: 34.7%. RXN SMILES: [NH2:1][C:2]1[N:6]([CH:7]([CH2:10][CH2:11][CH2:12][CH2:13][CH2:14][CH3:15])[CH2:8][CH3:9])[N:5]=[C:4]([CH3:16])[C:3]=1[C:17]([NH2:19])=[O:18].[NH2:20][C:21]1[CH:26]=[CH:25][C:24]([CH2:27][C:28](OC)=O)=[CH:23][CH:22]=1.[O-]CC.[Na+].C(=O)([O-])O.[Na+]>ClCCl>[NH2:20][C:21]1[CH:26]=[CH:25][C:24]([CH2:27][C:28]2[NH:19][C:17](=[O:18])[C:3]3[C:4]([CH3:16])=[N:5][N:6]([CH:7]([CH2:10][CH2:11][CH2:12][CH2:13][CH2:14][CH3:15])[CH2:8][CH3:9])[C:2]=3[N:1]=2)=[CH:23][CH:22]=1 |f:2.3,4.5|. Procedure: 10 mg (0.037 mmol) of 5-amino-3-methyl-1-(3-nonyl)-1H-pyrazole-4-carboxamide and 45 mg (0.274 mmol) of methyl 4-aminophenylacetate are refluxed for 6 hours in 0.5 ml of a 0.5M ethanolic sodium ethoxide solution. After dichloromethane and saturated aqueous sodium hydrogen carbonate solution have been added, the phases are separated. Purification by chromatography gives 4.9 mg (35%) of a solid, Rf=0.45 (dichloromethane/methanol=15:1). Starting materials: C=CCOC(=O)Cl, ClCCl, CC(C)(C)OC(=O)c1ccc(C2(N)CC2)cc1, c1ccncc1. The product is C=CCOC(=O)NC1(c2ccc(C(=O)OC(C)(C)C)cc2)CC1. RXN SMILES: [Cl:18][C:19](=[O:20])[O:21][CH2:22][CH:23]=[CH2:24].[Cl:25][CH2:26][Cl:27].[NH2:1][C:2]1([c:5]2[cH:6][cH:7][c:8]([C:9](=[O:10])[O:11][C:12]([CH3:13])([CH3:14])[CH3:15])[cH:16][cH:17]2)[CH2:3][CH2:4]1.[cH:28]1[cH:29][cH:30][n:31][cH:32][cH:33]1>>[NH:1]([C:2]1([c:5]2[cH:6][cH:7][c:8]([C:9](=[O:10])[O:11][C:12]([CH3:13])([CH3:14])[CH3:15])[cH:16][cH:17]2)[CH2:3][CH2:4]1)[C:19](=[O:20])[O:21][CH2:22][CH:23]=[CH2:24]. Reactants: CN1C=NC=C1C(=O)C1=CC(=C(C=C1)[N+](=O)[O-])C ((1-Methyl-1H-imidazol-5-yl)(3-methyl-4-nitrophenyl)methanone), CN1C=NC=C1C(=O)C1=CC(=C(C=C1)[N+](=O)[O-])C ((1-Methyl-1H-imidazol-5-yl)(3-methyl-4-nitrophenyl)methanone), N1(N=CC=C1)C1=CC=C(CC=2C(=NC3=CC=C(C=C3C2Cl)Br)Cl)C=C1 (3-(4-(1H-pyrazol-1-yl)benzyl)-6-bromo-2,4-dichloroquinoline), N1(N=CC=C1)C1=CC=C(CC=2C(=NC3=CC=C(C=C3C2Cl)Br)Cl)C=C1 (3-(4-(1H-pyrazol-1-yl)benzyl)-6-bromo-2,4-dichloroquinoline), O=P(Cl)(Cl)Cl (POCl3), [NH4+].[OH-] (NH4OH), ice water. Reaction conditions: temperature 105 celsius. Product: N1(N=CC=C1)C1=CC=C(CC=2C(=NC3=C(C=C(C=C3C2Cl)C(=O)C2=CN=CN2C)C)Cl)C=C1 ((3-(4-(1H-Pyrazol-1-yl)benzyl)-2,4-dichloro-8-methylquinolin-6-yl)(1-methyl-1H-imidazol-5-yl)methanone). RXN SMILES: [CH3:1][N:2]1[C:6]([C:7]([C:9]2[CH:14]=[CH:13][C:12]([N+:15]([O-])=O)=[C:11]([CH3:18])[CH:10]=2)=[O:8])=[CH:5][N:4]=[CH:3]1.[N:19]1([C:24]2[CH:43]=[CH:42][C:27]([CH2:28][C:29]3[C:30]([Cl:41])=NC4C([C:38]=3[Cl:39])=CC(Br)=CC=4)=[CH:26][CH:25]=2)[CH:23]=[CH:22][CH:21]=[N:20]1.O=P(Cl)(Cl)Cl.[NH4+].[OH-]>>[N:19]1([C:24]2[CH:25]=[CH:26][C:27]([CH2:28][C:29]3[C:30]([Cl:41])=[N:15][C:12]4[C:13]([C:38]=3[Cl:39])=[CH:14][C:9]([C:7]([C:6]3[N:2]([CH3:1])[CH:3]=[N:4][CH:5]=3)=[O:8])=[CH:10][C:11]=4[CH3:18])=[CH:42][CH:43]=2)[CH:23]=[CH:22][CH:21]=[N:20]1 |f:3.4|. Procedure details: A heterogeneous mixture of (4-amino-3-methylphenyl)(1-methyl-1H-imidazol-5-yl)methanone (1.0 g, 4.6 mmol, Intermediate 14: step c), 2-(4-(1H-pyrazol-1-yl)benzyl)malonic acid (1.3 g, 4.6 mmol, Intermediate 3: step b) and POCl3 (4.3 mL) was heated at 105° C. for 18 hours then cooled to room temperature. The mixture was poured into ice water and treated with aqueous NH4OH solution (kept adding ice during addition) to a basic pH 8-9. The aqueous layer was extracted with DCM, washed with a saturated ... The reactants are COC(C1=CC(=C(C=C1)I)OCC(=C)C)=O (4-Iodo-3-(2-methyl-allyloxy)-benzoic acid methyl ester), C([O-])([O-])=O.[K+].[K+] (Potassium carbonate), ClC1=CC=C(C=C1)B(O)O (4-Chlorophenylboronic acid). Reagents/catalysts: [Cl-].C(CCC)[N+](CCCC)(CCCC)CCCC (Tetrabutylammonium chloride), C(C)(=O)[O-].[Pd+2].C(C)(=O)[O-] (Palladium acetate). Run in CN(C)C=O (DMF), CN(C)C=O (DMF). The product is COC(=O)C1=CC2=C(C(CO2)(C)CC2=CC=C(C=C2)Cl)C=C1 (3-(4-Chloro-benzyl)-3-methyl-2,3-dihydro-benzofuran-6-carboxylic acid methyl ester). Isolated yield 36.9%. As a reaction SMILES: [CH3:1][O:2][C:3](=[O:16])[C:4]1[CH:9]=[CH:8][C:7](I)=[C:6]([O:11][CH2:12][C:13]([CH3:15])=[CH2:14])[CH:5]=1.C(=O)([O-])[O-].[K+].[K+].[Cl:23][C:24]1[CH:29]=[CH:28][C:27](B(O)O)=[CH:26][CH:25]=1>CN(C=O)C.[Cl-].C([N+](CCCC)(CCCC)CCCC)CCC.C([O-])(=O)C.[Pd+2].C([O-])(=O)C>[CH3:1][O:2][C:3]([C:4]1[CH:9]=[CH:8][C:7]2[C:13]([CH2:15][C:27]3[CH:28]=[CH:29][C:24]([Cl:23])=[CH:25][CH:26]=3)([CH3:14])[CH2:12][O:11][C:6]=2[CH:5]=1)=[O:16] |f:1.2.3,6.7,8.9.10|. Procedure details: A solution of 4-Iodo-3-(2-methyl-allyloxy)-benzoic acid methyl ester (455 mg, 1.37 mmol) in DMF (15 mL) were added Potassium carbonate (379 mg, 2.74 mmol), Tetrabutylammonium chloride (380 mg, 1.37 mmol), Palladium acetate (25.6 mg, 0.136 mmol) in DMF (5 mL) and 4-Chlorophenylboronic acid, (256 mg, 1.64 mmol) was submitted to microwave irradiation at 140° C. for 21 minutes. The resulting mixture was filtered over silica, washed with water, dried over MgSO4 and concentrated. Column chromatography...